Dataset: the Open Reaction Database (ORD), a public repository of structured organic reaction records. Task: describe an organic reaction: reactants, conditions, products, and yield Starting materials: C(C=C)N1C(C[N+](=C(C2=C1C=CC(=C2)Cl)C2=C(C=CC=C2)F)[O-])=O (1-allyl-7-chloro-5-(2-fluorophenyl)-1,3-dihydro-2H-1,4-benzodiazepin-2-one 4-oxide), CC(=O)C (acetone), [Mn](=O)(=O)(=O)[O-].[K+] (potassium permanganate). The solvent is O (water). Reaction conditions: time 25 minute. The product is ClC=1C=CC2=C(C(=[N+](CC(N2CC(CO)O)=O)[O-])C2=C(C=CC=C2)F)C1 (7-chloro-1-(2,3-dihydroxypropyl)-5-(2-fluorophenyl)-1,3-dihydro-2H-1,4-benzodiazepin-2-one 4-oxide). Reaction SMILES: C([N:4]1[C:10]2[CH:11]=[CH:12][C:13]([Cl:15])=[CH:14][C:9]=2[C:8]([C:16]2[CH:21]=[CH:20][CH:19]=[CH:18][C:17]=2[F:22])=[N+:7]([O-:23])[CH2:6][C:5]1=[O:24])C=C.[Mn]([O-])(=O)(=O)=[O:26].[K+].[CH3:31][C:32]([CH3:34])=[O:33]>O>[Cl:15][C:13]1[CH:12]=[CH:11][C:10]2[N:4]([CH2:31][CH:32]([OH:33])[CH2:34][OH:26])[C:5](=[O:24])[CH2:6][N+:7]([O-:23])=[C:8]([C:16]3[CH:21]=[CH:20][CH:19]=[CH:18][C:17]=3[F:22])[C:9]=2[CH:14]=1 |f:1.2|. Procedure details: 3.3 g of 1-allyl-7-chloro-5-(2-fluorophenyl)-1,3-dihydro-2H-1,4-benzodiazepin-2-one 4-oxide are dissolved in acetone and treated dropwise with a solution of 1.6 g of potassium permanganate in water. After the addition, the mixture is stirred for a further 25 minutes at room temperature. Then the mixture is filtered off under vacuum from manganese dioxide, whereupon the manganese dioxide is washed with acetone and the filtrate is freed from acetone on a rotary evaporator. The aqueous phase is ext... Reactants: NC(CC(C(=O)OCC)C)C1=C(C=CC=C1F)OCC (ethyl 4-amino-4-(2-ethoxy-6-fluorophenyl)-2-methylbutanoate), C1=C(C=CC=2OC3=C(C21)C=CC=C3)C=O (dibenzo[b,d]furan-2-carbaldehyde). Yields the product C1=C(C=CC=2OC3=C(C21)C=CC=C3)CN3C(C(CC3C3=C(C=CC=C3F)OCC)C)=O (1-(dibenzo[b,d]furan-2-ylmethyl)-5-(2-ethoxy-6-fluorophenyl)-3-methylpyrrolidin-2-one). As a reaction SMILES: [NH2:1][CH:2]([C:11]1[C:16]([F:17])=[CH:15][CH:14]=[CH:13][C:12]=1[O:18][CH2:19][CH3:20])[CH2:3][CH:4]([CH3:10])[C:5]([O:7]CC)=O.[CH:21]1[C:29]2[C:28]3[CH:30]=[CH:31][CH:32]=[CH:33][C:27]=3[O:26][C:25]=2[CH:24]=[CH:23][C:22]=1[CH:34]=O>>[CH:21]1[C:29]2[C:28]3[CH:30]=[CH:31][CH:32]=[CH:33][C:27]=3[O:26][C:25]=2[CH:24]=[CH:23][C:22]=1[CH2:34][N:1]1[CH:2]([C:11]2[C:16]([F:17])=[CH:15][CH:14]=[CH:13][C:12]=2[O:18][CH2:19][CH3:20])[CH2:3][CH:4]([CH3:10])[C:5]1=[O:7]. Procedure details: Prepared according to the described general procedure 2 (GP2) by reaction of ethyl 4-amino-4-(2-ethoxy-6-fluorophenyl)-2-methylbutanoate with commercially available dibenzo[b,d]furan-2-carbaldehyde. Subsequent purification by preparative HPLC afforded the target compound. LC-MS (conditions A): tR=1.00 min.; [M+H]+: 417.81 g/mol.